From a dataset of the Open Reaction Database (ORD), a public repository of structured organic reaction records. describe an organic reaction: reactants, conditions, products, and yield Starting materials: COC1=CC(=C(C(=C1)C)S(=O)(=O)N(C)CC1=CC(=CO1)C(=O)O)C (5-({[(4-Methoxy-2,6-dimethylphenyl)sulfonyl](methyl)amino}methyl)furan-3-carboxylic acid), C1=CN(C=N1)C(=O)N2C=CN=C2 (CDI), CN1CCC(CC1)CN1CCNCC1 (1-[(1-methylpiperidin-4-yl)methyl]piperazine). The solvent is ClCCCl (DCE). Product: COC1=CC(=C(C(=C1)C)S(=O)(=O)N(CC=1OC=C(C1)C(=O)N1CCN(CC1)CC1CCN(CC1)C)C)C (4-methoxy-N,2,6-trimethyl-N-{[4-({4-[(1-methylpiperidin-4-yl)methyl]piperazin-1-yl}carbonyl)furan-2-yl]methyl}benzenesulfonamide). As a reaction SMILES: [CH3:1][O:2][C:3]1[CH:8]=[C:7]([CH3:9])[C:6]([S:10]([N:13]([CH2:15][C:16]2[O:20][CH:19]=[C:18]([C:21](O)=[O:22])[CH:17]=2)[CH3:14])(=[O:12])=[O:11])=[C:5]([CH3:24])[CH:4]=1.C1N=CN(C(N2C=NC=C2)=O)C=1.[CH3:37][N:38]1[CH2:43][CH2:42][CH:41]([CH2:44][N:45]2[CH2:50][CH2:49][NH:48][CH2:47][CH2:46]2)[CH2:40][CH2:39]1>ClCCCl>[CH3:1][O:2][C:3]1[CH:8]=[C:7]([CH3:9])[C:6]([S:10]([N:13]([CH3:14])[CH2:15][C:16]2[O:20][CH:19]=[C:18]([C:21]([N:48]3[CH2:47][CH2:46][N:45]([CH2:44][CH:41]4[CH2:42][CH2:43][N:38]([CH3:37])[CH2:39][CH2:40]4)[CH2:50][CH2:49]3)=[O:22])[CH:17]=2)(=[O:12])=[O:11])=[C:5]([CH3:24])[CH:4]=1. Procedure: The title compound was prepared according to general procedure AA using 5-({[(4-Methoxy-2,6-dimethylphenyl)sulfonyl](methyl)amino}methyl)furan-3-carboxylic acid (63 mg, 0.18 mmol), CDI (58 mg, 0.36 mmol) and 1-[(1-methylpiperidin-4-yl)methyl]piperazine (59 mg, 0.30 mmol) in DCE (4.5 mL). The crude product was purified using Ambersep and PL-MIA resins to afford the title compound.